This data is from the Open Reaction Database (ORD), a public repository of structured organic reaction records. The task is: describe an organic reaction: reactants, conditions, products, and yield The reactants are C([O-])([O-])=O.[K+].[K+] (Potassium carbonate), C1(=CC=CC=C1)S(=O)(=O)N1C(=CC=2C1=NC=C(C2)O)C(=CC2CCCC2)C2=CC=C(C=C2)S(=O)(=O)C (1-benzenesulfonyl-2-[2-cyclopentyl-1-(4-methanesulfonyl-phenyl)-vinyl]-1H-pyrrolo[2,3-b]pyridin-5-ol), BrC(C)C (2-bromopropane). Solvent: C(C)(=O)OCC (ethyl acetate), CN(C=O)C (N,N-dimethylformamide). Conditions: temperature 60 celsius, time 30 minute. The product is C1(=CC=CC=C1)S(=O)(=O)N1C(=CC=2C1=NC=C(C2)OC(C)C)C(=CC2CCCC2)C2=CC=C(C=C2)S(=O)(=O)C (1-benzenesulfonyl-2-[2-cyclopentyl-1-(4-methanesulfonyl-phenyl)-vinyl]-5-isopropoxy-1H-pyrrolo[2,3-b]pyridine). Yield: 88.5%. RXN SMILES: C(=O)([O-])[O-].[K+].[K+].[C:7]1([S:13]([N:16]2[C:20]3=[N:21][CH:22]=[C:23]([OH:25])[CH:24]=[C:19]3[CH:18]=[C:17]2[C:26]([C:33]2[CH:38]=[CH:37][C:36]([S:39]([CH3:42])(=[O:41])=[O:40])=[CH:35][CH:34]=2)=[CH:27][CH:28]2[CH2:32][CH2:31][CH2:30][CH2:29]2)(=[O:15])=[O:14])[CH:12]=[CH:11][CH:10]=[CH:9][CH:8]=1.Br[CH:44]([CH3:46])[CH3:45]>CN(C)C=O.C(OCC)(=O)C>[C:7]1([S:13]([N:16]2[C:20]3=[N:21][CH:22]=[C:23]([O:25][CH:44]([CH3:46])[CH3:45])[CH:24]=[C:19]3[CH:18]=[C:17]2[C:26]([C:33]2[CH:34]=[CH:35][C:36]([S:39]([CH3:42])(=[O:40])=[O:41])=[CH:37][CH:38]=2)=[CH:27][CH:28]2[CH2:32][CH2:31][CH2:30][CH2:29]2)(=[O:14])=[O:15])[CH:12]=[CH:11][CH:10]=[CH:9][CH:8]=1 |f:0.1.2|. Procedure: Potassium carbonate (430 mg, 3.11 mmol) was added to a solution of 1-benzenesulfonyl-2-[2-cyclopentyl-1-(4-methanesulfonyl-phenyl)-vinyl]-1H-pyrrolo[2,3-b]pyridin-5-ol (prepared as in Example 13, 325 mg, 0.62 mmol) in N,N-dimethylformamide (2 mL) at room temperature and stirred for 30 min and then 2-bromopropane (0.13 mL, 1.24 mmol) was added. The mixture was then heated to 60° C. and stirred for 3 h. The resulting mixture was diluted with ethyl acetate (150 mL), washed with brine, dried over an... Reactants: O (water), C1(CCCC2=CC=CC=C12)(C(=O)OCC)C(=O)OCC (Diethyl 3,4-dihydronaphthalene-1,1 (2H)-dicarboxylate), [Cl-].[Na+] (sodium chloride), O (water). The solvent is CS(=O)C (dimethyl sulfoxide). Yields the product crude product, C1(CCCC2=CC=CC=C12)C(=O)OCC (ethyl 1,2,3,4-tetrahydronaphthalene-1-carboxylate). As a reaction SMILES: [C:1]1(C(OCC)=O)([C:11]([O:13][CH2:14][CH3:15])=[O:12])[C:10]2[C:5](=[CH:6][CH:7]=[CH:8][CH:9]=2)[CH2:4][CH2:3][CH2:2]1.[Cl-].[Na+].O>CS(C)=O>[CH:1]1([C:11]([O:13][CH2:14][CH3:15])=[O:12])[C:10]2[C:5](=[CH:6][CH:7]=[CH:8][CH:9]=2)[CH2:4][CH2:3][CH2:2]1 |f:1.2|. Reported procedure: Diethyl 3,4-dihydronaphthalene-1,1 (2H)-dicarboxylate (see J. Org. Chem., 54, 2713-18 (1989)) (5.129 g, 18.56 mmol), sodium chloride (2.17 g, 37.1 mmol) and water (1 ml) were heated in dimethyl sulfoxide (10 ml) at 180° C. for 1.5 days. After cooling to room temperature, water was added, and the mixture was extracted twice with ethyl acetate. The collected organic layer was dried over anhydrous magnesium sulfate. The solvent was evaporated under reduced pressure and the obtained residue was puri... Starting materials: CC(=O)O, O=C(O)CCC(=O)c1ccc(F)cc1. Product: O=C(O)CCCc1ccc(F)cc1. RXN SMILES: [CH3:15][C:16](=[O:17])[OH:18].[F:1][c:2]1[cH:3][cH:4][c:5]([C:6](=[O:7])[CH2:8][CH2:9][C:10](=[O:11])[OH:12])[cH:13][cH:14]1>>[F:1][c:2]1[cH:3][cH:4][c:5]([CH2:6][CH2:8][CH2:9][C:10](=[O:11])[OH:12])[cH:13][cH:14]1. The reactants are CN1N=C(N=C1NCCCOC=1C=C(C=CC1)CO)N (3-[3-[(1-methyl-3-amino-1H-1,2,4-triazol-5-yl)amino]propoxy]benzene methanol), P(Br)(Br)Br (phosphorus tribromide). Solvent: C(Cl)Cl (methylene chloride). Yields the product Br.CN1N=C(N=C1NCCCOC1=CC(=CC=C1)CBr)N (1-Methyl-N5 -[3-[3-(bromomethyl)phenoxy]propyl]-1H-1,2,4-triazole-3,5-diamine, hydrobromide). Isolated yield 66.8%. As a reaction SMILES: [CH3:1][N:2]1[C:6]([NH:7][CH2:8][CH2:9][CH2:10][O:11][C:12]2[CH:13]=[C:14]([CH2:18]O)[CH:15]=[CH:16][CH:17]=2)=[N:5][C:4]([NH2:20])=[N:3]1.P(Br)(Br)[Br:22]>C(Cl)Cl>[BrH:22].[CH3:1][N:2]1[C:6]([NH:7][CH2:8][CH2:9][CH2:10][O:11][C:12]2[CH:17]=[CH:16][CH:15]=[C:14]([CH2:18][Br:22])[CH:13]=2)=[N:5][C:4]([NH2:20])=[N:3]1 |f:3.4|. Procedure: A solution of 3-[3-[(1-methyl-3-amino-1H-1,2,4-triazol-5-yl)amino]propoxy]benzene methanol (1.9 g) in methylene chloride (25 ml) was treated with phosphorus tribromide (3.27 g) at room temperature for 76 hrs. The resulting oil was purified by column chromatography using ethyl acetate/methanol, 8:1 as eluant to yield the title compound as a white solid (1.7 g). TLC silica ethyl acetate, water, isopropanol 0.88 ammonia (25:8:15:2) Rf 0.72. m.p. 129°-130°. Reactants: NCCC1=CNC2=CC=C(C=C12)C#N (3-(2-aminoethyl)-5-cyanoindole), C(#N)C=1C=C2C=CNC2=CC1 (5-cyanoindole), ClCC(=O)Cl (2-chloroacetyl chloride). Product: ClCC(=O)C1=CNC2=CC=C(C=C12)C#N (3-(2-chloroacetyl)-5-cyanoindole). As a reaction SMILES: NCCC1C2C(=CC=C(C#N)C=2)NC=1.[C:15]([C:17]1[CH:18]=[C:19]2[C:23](=[CH:24][CH:25]=1)[NH:22][CH:21]=[CH:20]2)#[N:16].[Cl:26][CH2:27][C:28](Cl)=[O:29]>>[Cl:26][CH2:27][C:28]([C:20]1[C:19]2[C:23](=[CH:24][CH:25]=[C:17]([C:15]#[N:16])[CH:18]=2)[NH:22][CH:21]=1)=[O:29]. Reported procedure: A mixture of 2.6 g of 3-(2-aminoethyl)-5-cyanoindole [obtainable by reaction of 5-cyanoindole with 2-chloroacetyl chloride to give 3-(2-chloroacetyl)-5-cyanoindole, subsequent reduction with diborane, reaction with phthalimide and hydrolysis]and one equivalent of 5-[N,N-bis(2-chloroethyl)amino]benzofuran [obtainable by reaction of 2-chloroacetyl chloride with 5-aminobenzofuran and subsequent reduction with diborane] in 40 ml of acetone and 40 ml of water is boiled for 20 hours and then worked up...